describe an organic reaction: reactants, conditions, products, and yield From a dataset of the Open Reaction Database (ORD), a public repository of structured organic reaction records. Reactants: ClC=1C(=CC(N(C1)CC(=O)OC(C)(C)C)=O)C1=C(C=CC(=C1)Cl)C#N (tert-butyl [5-chloro-4-(5-chloro-2-cyanophenyl)-2-oxopyridin-1(2H)-yl]acetate), bis(trimethylsilyl)lithium amide, FC(S(=O)(=O)OCCOC)(F)F (2-methoxyethyl trifluoromethanesulphonate). The product is ClC=1C(=CC(N(C1)C(C(=O)OC(C)(C)C)CCOC)=O)C1=C(C=CC(=C1)Cl)C#N (tert-Butyl 2-[5-chloro-4-(5-chloro-2-cyanophenyl)-2-oxopyridin-1(2H)-yl]-4-methoxybutanoate). As a reaction SMILES: [Cl:1][C:2]1[C:3]([C:17]2[CH:22]=[C:21]([Cl:23])[CH:20]=[CH:19][C:18]=2[C:24]#[N:25])=[CH:4][C:5](=[O:16])[N:6]([CH2:8][C:9]([O:11][C:12]([CH3:15])([CH3:14])[CH3:13])=[O:10])[CH:7]=1.FC(F)(F)S(O[CH2:32][CH2:33][O:34][CH3:35])(=O)=O>>[Cl:1][C:2]1[C:3]([C:17]2[CH:22]=[C:21]([Cl:23])[CH:20]=[CH:19][C:18]=2[C:24]#[N:25])=[CH:4][C:5](=[O:16])[N:6]([CH:8]([CH2:32][CH2:33][O:34][CH3:35])[C:9]([O:11][C:12]([CH3:15])([CH3:14])[CH3:13])=[O:10])[CH:7]=1. Procedure details: 500 mg (1.32 mmol) of tert-butyl [5-chloro-4-(5-chloro-2-cyanophenyl)-2-oxopyridin-1(2H)-yl]acetate in the presence of 1.58 ml (1.58 mmol, 1.2 eq.) of bis(trimethylsilyl)lithium amide (1M in THF) were reacted with 556 mg (purity 74%, 1.98 mmol, 1.5 eq.) of 2-methoxyethyl trifluoromethanesulphonate according to General Method 7B. Yield: 455 mg (purity 80%, 63% of theory) Procedure details: 7.9 g of 5-cyclohexyl-2-methylenevaleric acid ethyl ester and 12.2 g of m-chloroperbenzoic acid in 100 ml of methylene chloride are boiled under reflux for 21 hours. The mixture is cooled to 0° C., the precipitate is filtered off and washed with 50 ml of methylene chloride and the combined filtrates are concentrated. The turbid, oily residue is dissolved in 60 ml of acetone and dilute sodium carbonate solution is added, while cooling with ice, until a pH value of 9 is reached. 100 ml of water ar... RXN SMILES: [CH2:1]([O:3][C:4](=[O:16])[C:5](=[CH2:15])[CH2:6][CH2:7][CH2:8][CH:9]1[CH2:14][CH2:13][CH2:12][CH2:11][CH2:10]1)[CH3:2].ClC1C=CC=C(C(OO)=[O:25])C=1>C(Cl)Cl>[CH2:1]([O:3][C:4]([C:5]1([CH2:6][CH2:7][CH2:8][CH:9]2[CH2:10][CH2:11][CH2:12][CH2:13][CH2:14]2)[CH2:15][O:25]1)=[O:16])[CH3:2]. Conditions: temperature 0 celsius. Starting materials: C(C)OC(C(CCCC1CCCCC1)=C)=O (5-cyclohexyl-2-methylenevaleric acid ethyl ester), ClC1=CC(=CC=C1)C(=O)OO (m-chloroperbenzoic acid). Yields the product C(C)OC(=O)C1(OC1)CCCC1CCCCC1 (2-(3-Cyclohexylpropyl)-oxirane-2-carboxylic acid ethyl ester). Run in C(Cl)Cl (methylene chloride). Reactants: FC=1C=C(C=C(C1)F)C[C@@H](C=1OC(=NN1)C1=CC=CC=C1)NC(OC(C)(C)C)=O ((S)-tert-butyl 2-(3,5-difluorophenyl)-1-(5-phenyl-1,3,4-oxadiazol-2-yl)ethylcarbamate), Cl (HCl). Solvent: CO (methanol), O1CCOCC1 (1,4-dioxane). Conditions: time 1 hour. Product: FC=1C=C(C=C(C1)F)C[C@H](N)C=1OC(=NN1)C1=CC=CC=C1 ((S)-2-(3,5-difluorophenyl)-1-(5-phenyl-1,3,4-oxadiazol-2-yl)ethanamine). The yield is 96.3%. Reaction SMILES: [F:1][C:2]1[CH:3]=[C:4]([CH2:9][C@H:10]([NH:22]C(=O)OC(C)(C)C)[C:11]2[O:12][C:13]([C:16]3[CH:21]=[CH:20][CH:19]=[CH:18][CH:17]=3)=[N:14][N:15]=2)[CH:5]=[C:6]([F:8])[CH:7]=1.Cl>CO.O1CCOCC1>[F:1][C:2]1[CH:3]=[C:4]([CH2:9][C@@H:10]([C:11]2[O:12][C:13]([C:16]3[CH:21]=[CH:20][CH:19]=[CH:18][CH:17]=3)=[N:14][N:15]=2)[NH2:22])[CH:5]=[C:6]([F:8])[CH:7]=1. Procedure details: (S)-tert-Butyl 2-(3,5-difluorophenyl)-1-(5-phenyl-1,3,4-oxadiazol-2-yl)ethylcarbamate (17A, 110 mg, 0.27 mmol) was dissolved in 2.7 mL of methanol and to it was added 0.7 mL of 4M HCl in 1,4-dioxane. The reaction mixture was allowed to stir at ambient temperature for 1 hour and the solvent was removed in vacuo. The residue was purified by silica gel chromatography eluting with methanol/methylene chloride to afford 90 mg of (S)-2-(3,5-difluorophenyl)-1-(5-phenyl-1,3,4-oxadiazol-2-yl)ethanamine (0... The reactants are FC(C(=O)O)(F)F (trifluoroacetic acid), ClC1=C(CNC(OC(C)(C)C)=O)C=CC(=C1)C(C(NCC=1C(=NC(=CC1)C(F)(F)F)C=1C=C(C=CC1)C)=O)C (tert-butyl 2-chloro-4-(1-oxo-1-((2-m-tolyl-6-(trifluoromethyl)pyridin-3-yl)methylamino)propan-2-yl)benzylcarbamate), C(=O)(O)[O-].[Na+] (NaHCO3). Run in ClCCl (dichloromethane). Conditions: temperature 0 celsius, time 1 hour. Product: NCC1=C(C=C(C=C1)C(C(=O)NCC=1C(=NC(=CC1)C(F)(F)F)C=1C=C(C=CC1)C)C)Cl (2-(4-(aminomethyl)-3-chlorophenyl)-N-((2-m-tolyl-6-(trifluoromethyl)pyridin-3-yl)methyl)propanamide). The yield is 83.3%. RXN SMILES: [Cl:1][C:2]1[CH:16]=[C:15]([CH:17]([CH3:39])[C:18](=[O:38])[NH:19][CH2:20][C:21]2[C:22]([C:31]3[CH:32]=[C:33]([CH3:37])[CH:34]=[CH:35][CH:36]=3)=[N:23][C:24]([C:27]([F:30])([F:29])[F:28])=[CH:25][CH:26]=2)[CH:14]=[CH:13][C:3]=1[CH2:4][NH:5]C(=O)OC(C)(C)C.FC(F)(F)C(O)=O.C([O-])(O)=O.[Na+]>ClCCl>[NH2:5][CH2:4][C:3]1[CH:13]=[CH:14][C:15]([CH:17]([CH3:39])[C:18]([NH:19][CH2:20][C:21]2[C:22]([C:31]3[CH:32]=[C:33]([CH3:37])[CH:34]=[CH:35][CH:36]=3)=[N:23][C:24]([C:27]([F:30])([F:28])[F:29])=[CH:25][CH:26]=2)=[O:38])=[CH:16][C:2]=1[Cl:1] |f:2.3|. Procedure details: To a stirred solution of tert-butyl 2-chloro-4-(1-oxo-1-((2-m-tolyl-6-(trifluoromethyl)pyridin-3-yl)methylamino)propan-2-yl)benzylcarbamate (132 mg, 0.234 mmol) in dichloromethane (4 mL), cooled to 0° C., were added trifluoroacetic acid (2 ml). The resulting reaction mixture was stirred for 1 h at 0° C. and 1 hour at room temperature, then basified to pH 8-9 with aq. NaHCO3. The mixture was filtered using celite pad. The filtrate dissolved in dichloromethane and extracted with NaHCO3. The organi... Starting materials: CCOC(=O)C(F)P(=O)(OCC)OCC (triethyl-2-fluoro-2-phosphonoacetate), C(CC)N1CCC(C2=CC(=CC(=C12)C(C)=O)C(C)C)(C)C (1-(1-n-propyl-6-isopropyl-4,4-dimethyl-1,2,3,4-tetrahydro-quinolin-8-yl)-ethanone), C(CC)N1CCC(C2=CC(=CC(=C12)C(C)=O)C(C)C)(C)C (1-(1-n-propyl-6-isopropyl-4,4-dimethyl-1,2,3,4-tetrahydro-quinolin-8-yl)-ethanone). The product is C(C)OC(/C(=C(/C)\C=1C=C(C=C2C(CCN(C12)CCC)(C)C)C(C)C)/F)=O ((E)-2-Fluoro-3-(6-isopropyl-4,4-dimethyl-1-n-propyl-1,2,3,4-tetrahydro-quinolin-8-yl)-but-2-enoic acid ethyl ester). Reaction SMILES: [CH3:1][CH2:2][O:3][C:4]([CH:6](P(OCC)(OCC)=O)[F:7])=[O:5].[CH2:16]([N:19]1[C:28]2[C:23](=[CH:24][C:25]([CH:32]([CH3:34])[CH3:33])=[CH:26][C:27]=2[C:29](=O)[CH3:30])[C:22]([CH3:36])([CH3:35])[CH2:21][CH2:20]1)[CH2:17][CH3:18]>>[CH2:2]([O:3][C:4](=[O:5])/[C:6](/[F:7])=[C:29](\[C:27]1[CH:26]=[C:25]([CH:32]([CH3:34])[CH3:33])[CH:24]=[C:23]2[C:28]=1[N:19]([CH2:16][CH2:17][CH3:18])[CH2:20][CH2:21][C:22]2([CH3:35])[CH3:36])/[CH3:30])[CH3:1]. Procedure details: Following General Procedure E, triethyl-2-fluoro-2-phosphonoacetate (8.36 g, 34.5 mmol) and 1-(1-n-propyl-6-isopropyl-4,4-dimethyl-1,2,3,4-tetrahydro-quinolin-8-yl)-ethanone (Intermediate 14, 2.78 g, 9.86 mmol) were reacted to give the title compound as a yellow oil after purification by flash chromatography (SiO2, 2:98 ethyl acetate:hexane). Starting materials: CC=1C2=C(SC1C=O)C=CC=C2 (3-Methylbenzo[b]thiophene-2-carboxaldehyde), C(=O)C=P(C1=CC=CC=C1)(C1=CC=CC=C1)C1=CC=CC=C1 ((formylmethylene)triphenylphosphorane). The solvent is C1(=CC=CC=C1)C (toluene). Conditions: temperature 80 celsius. The product is CC1=C(SC2=C1C=CC=C2)/C=C/C=O ((E)-3-(3-Methylbenzothiophen-2-yl)-2-propenal). The yield is 52.0%. Reaction SMILES: [CH3:1][C:2]1[C:3]2[CH:12]=[CH:11][CH:10]=[CH:9][C:4]=2[S:5][C:6]=1[CH:7]=O.[CH:13]([CH:15]=P(C1C=CC=CC=1)(C1C=CC=CC=1)C1C=CC=CC=1)=[O:14]>C1(C)C=CC=CC=1>[CH3:1][C:2]1[C:3]2[CH:12]=[CH:11][CH:10]=[CH:9][C:4]=2[S:5][C:6]=1/[CH:7]=[CH:15]/[CH:13]=[O:14]. Procedure: 3-Methylbenzo[b]thiophene-2-carboxaldehyde (4.2 g, 23.8 mmol) was dissolved in dry toluene (100 ml) and treated with (formylmethylene)triphenylphosphorane (7.35 g, 24.2 mmol). The reaction mixture was heated to 80° C. for 10 hours, allowed to cool and the residue was washed with 200 ml of hexane/Et2O 1/1 and then triturated with isopropyl ether to give pure title compound (2.5 g, 12.38 mmol, yield 52.0%), m.p.=90-92+ C. Reactants: FC1=CC=C(C=C1)N1N=CC2=CC(=CC=C12)O[C@@H]([C@H](C)N)C1=CC(=CC=C1)OC ((1R,2S)-1-{[1-(4-fluorophenyl)-1H-indazol-5-yl]oxy}-1-(3-methoxyphenyl)propan-2-amine), N1N=C(C=C1)C(=O)O (1H-pyrazole-3-carboxylic acid). Yields the product FC1=CC=C(C=C1)N1N=CC2=CC(=CC=C12)O[C@@H]([C@H](C)NC(=O)C1=NNC=C1)C1=CC(=CC=C1)OC (N-[(1R,2S)-1-[1-(4-fluorophenyl)indazol-5-yl]oxy-1-(3-methoxyphenyl)propan-2yl]-1H-pyrazole-3-carboxamide). As a reaction SMILES: [F:1][C:2]1[CH:7]=[CH:6][C:5]([N:8]2[C:16]3[C:11](=[CH:12][C:13]([O:17][C@H:18]([C:22]4[CH:27]=[CH:26][CH:25]=[C:24]([O:28][CH3:29])[CH:23]=4)[C@@H:19]([NH2:21])[CH3:20])=[CH:14][CH:15]=3)[CH:10]=[N:9]2)=[CH:4][CH:3]=1.[NH:30]1[CH:34]=[CH:33][C:32]([C:35](O)=[O:36])=[N:31]1>>[F:1][C:2]1[CH:3]=[CH:4][C:5]([N:8]2[C:16]3[C:11](=[CH:12][C:13]([O:17][C@H:18]([C:22]4[CH:27]=[CH:26][CH:25]=[C:24]([O:28][CH3:29])[CH:23]=4)[C@@H:19]([NH:21][C:35]([C:32]4[CH:33]=[CH:34][NH:30][N:31]=4)=[O:36])[CH3:20])=[CH:14][CH:15]=3)[CH:10]=[N:9]2)=[CH:6][CH:7]=1. Reported procedure: Prepared as described in Example 269 from (1R,2S)-1-(1-(4-fluorophenyl)-1H-indazol-5-yloxy)-1-(3-methoxyphenyl)propan-2-amine (6a, 50 mg, 0.13 mmol) and 1H-pyrazole-3-carboxylic acid (17 mg, 0.15 mmol). Reactants: C(C1=CC=CC=C1)C1=C(NC=C1)CO (3-benzylpyrrolylmethyl alcohol), C(CCCC)OC1C(C1C(=O)O)(C)C (3-(n-pentyloxy)-2,2-dimethylcyclopropanecarboxylic acid), C1(CCCCC1)N=C=NC1CCCCC1 (N,N'-dicyclohexylcarbodiimide). The reagents and catalysts are CN(C1=CC=NC=C1)C (4-dimethylaminopyridine). Solvent: C(Cl)Cl (methylene chloride), CN(C)C=O (DMF). Conditions: time 2 hour. The product is C(CCCC)OC1C(C1C(=O)OCC=1NC=CC1CC1=CC=CC=C1)(C)C (3-benzylpyrrolylmethyl 3-(n-pentyloxy)-2,2-dimethylcyclopropanecarboxylate). Reaction SMILES: [CH2:1]([C:8]1[CH:12]=[CH:11][NH:10][C:9]=1[CH2:13][OH:14])[C:2]1[CH:7]=[CH:6][CH:5]=[CH:4][CH:3]=1.[CH2:15]([O:20][CH:21]1[CH:23]([C:24](O)=[O:25])[C:22]1([CH3:28])[CH3:27])[CH2:16][CH2:17][CH2:18][CH3:19].C1(N=C=NC2CCCCC2)CCCCC1>CN(C)C1C=CN=CC=1.C(Cl)Cl.CN(C=O)C>[CH2:15]([O:20][CH:21]1[CH:23]([C:24]([O:14][CH2:13][C:9]2[NH:10][CH:11]=[CH:12][C:8]=2[CH2:1][C:2]2[CH:3]=[CH:4][CH:5]=[CH:6][CH:7]=2)=[O:25])[C:22]1([CH3:27])[CH3:28])[CH2:16][CH2:17][CH2:18][CH3:19]. Reported procedure: To a stirred solution of 3-benzylpyrrolylmethyl alcohol (1.8 mmol), 3-(n-pentyloxy)-2,2-dimethylcyclopropanecarboxylic acid (2.0 mmol) and 4-dimethylaminopyridine (0.65 mmol) in 20 ml of methylene chloride and 2 ml of DMF is added N,N'-dicyclohexylcarbodiimide (2 mmol). The reaction mixture is stirred, under nitrogen, for about two hours and then filtered and extracted with water. The aqueous phase is extracted with ether. The combined organic phases are washed with saturated aqueous sodium bica... As a reaction SMILES: Cl[CH2:2][N:3]([C:7]1[CH:12]=[CH:11][C:10]([CH3:13])=[CH:9][CH:8]=1)[C:4](Cl)=[O:5].[F:14][CH:15]([F:33])[O:16][C:17]1[CH:32]=[CH:31][C:20]([CH2:21][NH:22][C:23]([NH:25][CH2:26][C:27]([F:30])([F:29])[F:28])=[S:24])=[CH:19][CH:18]=1>C1(C)C=CC=CC=1>[F:28][C:27]([F:29])([F:30])[CH2:26][N:25]=[C:23]1[N:22]([CH2:21][C:20]2[CH:31]=[CH:32][C:17]([O:16][CH:15]([F:14])[F:33])=[CH:18][CH:19]=2)[C:4](=[O:5])[N:3]([C:7]2[CH:12]=[CH:11][C:10]([CH3:13])=[CH:9][CH:8]=2)[CH2:2][S:24]1. Procedure: 0.69 g of N-chloromethyl-N-(4-methylphenyl)carbamoyl chloride and 1.00 g of 1-(4-difluoromethoxybenzyl)-3-(2,2,2-trifluoroethyl)thiourea were dissolved in 30 ml of toluene, and the solution was heated under reflux for 4 hours. After the reaction, toluene was evaporated under reduced pressure. The resulting oily product was purified by column chromatography silica gel; developing solvent hexane/ethyl acetate (10:1)]to give 0.80 g of the captioned compound. Product: FC(CN=C1SCN(C(N1CC1=CC=C(C=C1)OC(F)F)=O)C1=CC=C(C=C1)C)(F)F (2-(2,2,2-trifluoroethylimino)-3(4-difluoromethoxybenzyl)-5-(4-methylphenyl)-tetrahydro-1,3,5-thiadiazin-4-one). Solvent: C1(=CC=CC=C1)C (toluene), C1(=CC=CC=C1)C (toluene). Reactants: ClCN(C(=O)Cl)C1=CC=C(C=C1)C (N-chloromethyl-N-(4-methylphenyl)carbamoyl chloride), FC(OC1=CC=C(CNC(=S)NCC(F)(F)F)C=C1)F (1-(4-difluoromethoxybenzyl)-3-(2,2,2-trifluoroethyl)thiourea). The yield is 55.0%. Procedure details: A solution of 6-methoxy-1,4-benzodioxan-2-carbonyl chloride (2.17 g.) (prepared from the acid and thionyl chloride) in dichloromethane (25 ml.) was added dropwise to a stirred suspension of 4-amino-2-piperazin-1-yl-6,7-dimethoxy-quinazoline (2.48 g.) in methylene chloride (50 ml.) at room temperature. After the addition was complete, the mixture was stirred at room temperature for 4 hours, then filtered and the solid suspended in aqueous potassium carbonate solution and extracted with chloroform... Yield: 37.3%. The product is O.Cl.NC1=NC(=NC2=CC(=C(C=C12)OC)OC)N1CCN(CC1)C(=O)C1COC2=C(O1)C=CC(=C2)OC (4-amino-2-[4-(6-methoxy-1,4-benzodioxan-2-carbonyl)piperazin-1-yl-]-6,7-dimethoxyquinazoline hydrochloride hydrate). Conditions: time 4 hour. Run in ClCCl (dichloromethane), C(Cl)Cl (methylene chloride). Starting materials: COC1=CC2=C(OC(CO2)C(=O)Cl)C=C1 (6-methoxy-1,4-benzodioxan-2-carbonyl chloride), S(=O)(Cl)Cl (thionyl chloride), NC1=NC(=NC2=CC(=C(C=C12)OC)OC)N1CCNCC1 (4-amino-2-piperazin-1-yl-6,7-dimethoxy-quinazoline). As a reaction SMILES: [CH3:1][O:2][C:3]1[CH:15]=[CH:14][C:6]2[O:7][CH:8]([C:11]([Cl:13])=[O:12])[CH2:9][O:10][C:5]=2[CH:4]=1.S(Cl)(Cl)=O.[NH2:20][C:21]1[C:30]2[C:25](=[CH:26][C:27]([O:33][CH3:34])=[C:28]([O:31][CH3:32])[CH:29]=2)[N:24]=[C:23]([N:35]2[CH2:40][CH2:39][NH:38][CH2:37][CH2:36]2)[N:22]=1>ClCCl>[OH2:2].[ClH:13].[NH2:20][C:21]1[C:30]2[C:25](=[CH:26][C:27]([O:33][CH3:34])=[C:28]([O:31][CH3:32])[CH:29]=2)[N:24]=[C:23]([N:35]2[CH2:40][CH2:39][N:38]([C:11]([CH:8]3[O:7][C:6]4[CH:14]=[CH:15][C:3]([O:2][CH3:1])=[CH:4][C:5]=4[O:10][CH2:9]3)=[O:12])[CH2:37][CH2:36]2)[N:22]=1 |f:4.5.6|.